Dataset: the Open Reaction Database (ORD), a public repository of structured organic reaction records. Task: describe an organic reaction: reactants, conditions, products, and yield Starting materials: CCN(CC)CCCBr, Br, O=C([O-])[O-], CN(C)C=O, [K+], [K+], CC(CCn1nc(N)c2cc(Cl)ccc21)N1CCCCC1, O. Yields the product CCN(CC)CCCNc1nn(CCC(C)N2CCCCC2)c2ccc(Cl)cc12. Reaction SMILES: [Br:28][CH2:29][CH2:30][CH2:31][N:32]([CH2:33][CH3:34])[CH2:35][CH3:36].[BrH:27].[C:37](=[O:38])([O-:39])[O-:40].[CH3:1][N:2]([CH3:3])[CH:4]=[O:5].[K+:41].[K+:42].[N:6]1([CH:12]([CH2:13][CH2:14][n:15]2[n:16][c:17]([NH2:25])[c:18]3[cH:19][c:20]([Cl:24])[cH:21][cH:22][c:23]23)[CH3:26])[CH2:7][CH2:8][CH2:9][CH2:10][CH2:11]1.[OH2:43]>>[N:6]1([CH:12]([CH2:13][CH2:14][n:15]2[n:16][c:17]([NH:25][CH2:29][CH2:30][CH2:31][N:32]([CH2:33][CH3:34])[CH2:35][CH3:36])[c:18]3[cH:19][c:20]([Cl:24])[cH:21][cH:22][c:23]23)[CH3:26])[CH2:7][CH2:8][CH2:9][CH2:10][CH2:11]1. The reactants are Cl.CNC=1C=CC=C2C=C(NC12)C=1SC=CN1 (N-methyl-2-(1,3-thiazol-2-yl)-1H-indole-7-amine hydrochloride), CN(S(=O)(=O)Cl)C (dimethylsulfamoyl chloride). Solvent: N1=CC=CC=C1 (pyridine). Conditions: time 3 hour. Yields the product CN(S(=O)(=O)N(C=1C=CC=C2C=C(NC12)C=1SC=CN1)C)C (N,N,N′-Trimethyl-N′-[2-(1,3-thiazol-2-yl)-1H-indol-7-yl]sulfamide). Isolated yield 69.0%. Reaction SMILES: Cl.[CH3:2][NH:3][C:4]1[CH:5]=[CH:6][CH:7]=[C:8]2[C:12]=1[NH:11][C:10]([C:13]1[S:14][CH:15]=[CH:16][N:17]=1)=[CH:9]2.[CH3:18][N:19]([CH3:24])[S:20](Cl)(=[O:22])=[O:21]>N1C=CC=CC=1>[CH3:18][N:19]([CH3:24])[S:20]([N:3]([CH3:2])[C:4]1[CH:5]=[CH:6][CH:7]=[C:8]2[C:12]=1[NH:11][C:10]([C:13]1[S:14][CH:15]=[CH:16][N:17]=1)=[CH:9]2)(=[O:22])=[O:21] |f:0.1|. Procedure details: To a solution of N-methyl-2-(1,3-thiazol-2-yl)-1H-indole-7-amine hydrochloride (100 mg) in pyridine (3 mL) was added dimethylsulfamoyl chloride (200 μL). The reaction mixture was stirred at room temperature for 3 hr. The reaction mixture was concentrated, and the obtained residue was subjected to silica gel column chromatography (ethyl acetate:hexane=1:1) to give. the title compound (88 mg, yield 69%) as yellow crystals. melting point 123° C. The reactants are C1CCNC1, CCOC(C)=O, COc1ccc2c(Cc3ccco3)nnc(Cl)c2c1, CN(C)C=O. The product is COc1ccc2c(Cc3ccco3)nnc(N3CCCC3)c2c1. Reaction SMILES: [CH2:20]1[CH2:21][CH2:22][NH:23][CH2:24]1.[CH3:30][CH2:31][O:32][C:33](=[O:34])[CH3:35].[Cl:1][c:2]1[n:3][n:4][c:5]([CH2:14][c:15]2[o:16][cH:17][cH:18][cH:19]2)[c:6]2[cH:7][cH:8][c:9]([O:12][CH3:13])[cH:10][c:11]12.[O:25]=[CH:26][N:27]([CH3:28])[CH3:29]>>[c:2]1([N:23]2[CH2:22][CH2:21][CH2:20][CH2:24]2)[n:3][n:4][c:5]([CH2:14][c:15]2[o:16][cH:17][cH:18][cH:19]2)[c:6]2[cH:7][cH:8][c:9]([O:12][CH3:13])[cH:10][c:11]12. Starting materials: COC=1C=C2CCC=3N(C2=CC1C=O)CCN3 (7-Methoxy-1,2,4,5-tetrahydroimidazo[1,2-a]quinoline-8-carboxaldehyde), N[C@@H]1[C@@H](N(CCC1)C(=O)OC(C)(C)C)C1=CC=CC=C1 ((2S,3S)-3-Amino-1-tert-butoxycarbonyl-2-phenylpiperidine), C(C)(C)(C)OC(=O)N1[C@H]([C@H](CCC1)NCC1=C(C=C2CCC=3N(C2=C1)N=NN3)OC)C3=CC=CC=C3 ((2S,3S)-1-tert-Butoxycarbonyl-3-[(7-methoxy-4,5-dihydro-[1,2,3,4]tetrazolo[1,5-a]quinolin-8-yl)methyl]amino-2-phenylpiperidine). The product is C(C)(C)(C)OC(=O)N1[C@H]([C@H](CCC1)NCC1=C(C=C2CCC=3N(C2=C1)CCN3)OC)C3=CC=CC=C3 ((2S,3S)-1-tert-Butoxycarbonyl-3-[(7-methoxy-1,2,4,5-tetrahydroimidazo[1,2-a]quinolin-8-yl)methyl]amino-2-phenylpiperidine). As a reaction SMILES: [CH3:1][O:2][C:3]1[CH:4]=[C:5]2[C:10](=[CH:11][C:12]=1[CH:13]=O)[N:9]1[CH2:15][CH2:16][N:17]=[C:8]1[CH2:7][CH2:6]2.[NH2:18][C@H:19]1[CH2:24][CH2:23][CH2:22][N:21]([C:25]([O:27][C:28]([CH3:31])([CH3:30])[CH3:29])=[O:26])[C@H:20]1[C:32]1[CH:37]=[CH:36][CH:35]=[CH:34][CH:33]=1.C(OC(N1CCC[C@H](NCC2C=C3C(CCC4N3N=NN=4)=CC=2OC)[C@@H]1C1C=CC=CC=1)=O)(C)(C)C>>[C:28]([O:27][C:25]([N:21]1[CH2:22][CH2:23][CH2:24][C@H:19]([NH:18][CH2:13][C:12]2[CH:11]=[C:10]3[C:5]([CH2:6][CH2:7][C:8]4[N:9]3[CH2:15][CH2:16][N:17]=4)=[CH:4][C:3]=2[O:2][CH3:1])[C@@H:20]1[C:32]1[CH:37]=[CH:36][CH:35]=[CH:34][CH:33]=1)=[O:26])([CH3:31])([CH3:29])[CH3:30]. Procedure: This compound was prepared from Compound 15 and Compound 5 in the same manner of Compound 7. Starting materials: C(C)(C)(C)OC(=O)N(C)CC(=O)NCC1=CC=C(C=C1)N\C(\C1=CC=CC=C1)=C\1/C(NC2=CC=C(C=C12)[N+](=O)[O-])=O ((Z)-3-{1-[4-(N-tert.butoxycarbonyl-N-methylamino)methylcarbonylaminomethyl-phenylamino]-1-phenyl-methylidene}-5-nitro-2-indolinone), C(C)(=O)OCC.Cl (ethyl acetate hydrogen chloride). The product is Cl.CNCC(=O)NCC1=CC=C(C=C1)N\C(\C1=CC=CC=C1)=C\1/C(NC2=CC=C(C=C12)[N+](=O)[O-])=O ((Z)-3-[1-(4-methylaminomethylcarbonylaminomethyl-phenylamino]-1-phenyl-methylidene}-5-nitro-2-indolinone-hydrochloride). Reaction SMILES: C(O[C:6]([N:8]([CH2:10][C:11]([NH:13][CH2:14][C:15]1[CH:20]=[CH:19][C:18]([NH:21]/[C:22](=[C:29]2\[C:30](=[O:41])[NH:31][C:32]3[C:37]\2=[CH:36][C:35]([N+:38]([O-:40])=[O:39])=[CH:34][CH:33]=3)/[C:23]2[CH:28]=[CH:27][CH:26]=[CH:25][CH:24]=2)=[CH:17][CH:16]=1)=[O:12])C)=O)(C)(C)C.C(OCC)(=O)C.[ClH:48]>>[ClH:48].[CH3:6][NH:8][CH2:10][C:11]([NH:13][CH2:14][C:15]1[CH:20]=[CH:19][C:18]([NH:21]/[C:22](=[C:29]2\[C:30](=[O:41])[NH:31][C:32]3[C:37]\2=[CH:36][C:35]([N+:38]([O-:40])=[O:39])=[CH:34][CH:33]=3)/[C:23]2[CH:28]=[CH:27][CH:26]=[CH:25][CH:24]=2)=[CH:17][CH:16]=1)=[O:12] |f:1.2,3.4|. Procedure details: Prepared analogously to Example 29a from (Z)-3-{1-[4-(N-tert.butoxycarbonyl-N-methylamino)methylcarbonylaminomethyl-phenylamino]-1-phenyl-methylidene}-5-nitro-2-indolinone and ethyl acetate/hydrogen chloride. Starting materials: Nc1ccc2c(c1)COC(Nc1cccc(C3CC3)c1)=N2, O=S(=O)(Cl)C1CC1. Yields the product O=S(=O)(Nc1ccc2c(c1)COC(Nc1cccc(C3CC3)c1)=N2)C1CC1. RXN SMILES: [CH:1]1([c:4]2[cH:5][c:6]([NH:10][C:11]3=[N:16][c:15]4[c:14]([cH:20][c:19]([NH2:21])[cH:18][cH:17]4)[CH2:13][O:12]3)[cH:7][cH:8][cH:9]2)[CH2:2][CH2:3]1.[CH:22]1([S:25](=[O:26])(=[O:27])[Cl:28])[CH2:23][CH2:24]1>>[CH:1]1([c:4]2[cH:5][c:6]([NH:10][C:11]3=[N:16][c:15]4[c:14]([cH:20][c:19]([NH:21][S:25]([CH:22]5[CH2:23][CH2:24]5)(=[O:26])=[O:27])[cH:18][cH:17]4)[CH2:13][O:12]3)[cH:7][cH:8][cH:9]2)[CH2:2][CH2:3]1. The reactants are CC(=C)[C@@H]1CC[C@]2([C@H]1[C@@H]3CC[C@H]4[C@]([C@@]3(CC2)C)(CC[C@@H]5[C@@]4(C=CC(=O)C5(C)C)C)C)C=O (betulone aldehyde), OO (H2O2), [O-]Cl=O.[Na+] (NaClO2). Run in NaH2PO4.H2O, CC#N.O (CH3CN—H2O), O (water). Reaction conditions: temperature 2.5 celsius, time 1 hour. The product is CC(=C)[C@@H]1CC[C@]2([C@H]1[C@H]3CC[C@@H]4[C@]5(CCC(=O)C([C@@H]5CC[C@]4([C@@]3(CC2)C)C)(C)C)C)C(=O)O (betulonic acid). RXN SMILES: [CH3:1][C:2]([C@H:4]1[C@@H:8]2[C@H:9]3[C@@:14]([CH3:17])([CH2:15][CH2:16][C@@:7]2([CH:31]=[O:32])[CH2:6][CH2:5]1)[C@:13]1([CH3:30])[CH2:18][CH2:19][C@H:20]2[C:26]([CH3:28])([CH3:27])[C:24](=[O:25])[CH:23]=[CH:22][C@:21]2([CH3:29])[C@H:12]1[CH2:11][CH2:10]3)=[CH2:3].OO.[O-:35]Cl=O.[Na+]>CC#N.O.O>[CH3:3][C:2]([C@H:4]1[C@@H:8]2[C@@H:9]3[C@@:14]([CH3:17])([CH2:15][CH2:16][C@@:7]2([C:31]([OH:35])=[O:32])[CH2:6][CH2:5]1)[C@@:13]1([CH3:30])[C@@H:12]([C@:21]2([CH3:29])[C@@H:20]([CH2:19][CH2:18]1)[C:26]([CH3:28])([CH3:27])[C:24](=[O:25])[CH2:23][CH2:22]2)[CH2:11][CH2:10]3)=[CH2:1] |f:2.3,4.5|. Procedure: The betulone aldehyde prepared from the last step is dissolved in a mixture of NaH2PO4.H2O (877 mg) and CH3CN—H2O (17 mL) and the suspension cooled to 0-5° C. 30% aqueous H2O2 (220 μL) and a solution of NaClO2 (200 mg) in water (16 mL) are then successively added, the mixture warmed to room temperature and stirred at this temperature for 1 h. The reaction is quenched by addition of Na2S2O5 (380 mg), and extracted with ethyl acetate. The organic extract is washed with water and brine, dried (Na2S...